Dataset: the Open Reaction Database (ORD), a public repository of structured organic reaction records. Task: describe an organic reaction: reactants, conditions, products, and yield The solvent is CN(C)C=O (DMF). Product: ClCCOC1=C(C=CC=C1)[N+](=O)[O-] (1-(2-Chloro-ethoxy)-2-nitro-benzene). Reaction conditions: temperature 115 celsius, time 1 hour. Procedure details: 2-Nitro-phenol (168.7 g) and toluene-4-sulfonic acid 2-chloroethyl ester (100 g) were dissolved in 500 ml DMF and were stirred for 1 h at 110-120° C. after careful addition of 199 g potassium carbonate. The reaction mixture was poured in a mixture of crushed ice and water (8 L) which was vigorously stirred. The residue was filtered off, washed several times with water and dried. Yield: 100-120 g. As a reaction SMILES: [N+:1]([C:4]1[CH:9]=[CH:8][CH:7]=[CH:6][C:5]=1[OH:10])([O-:3])=[O:2].[Cl:11][CH2:12][CH2:13]OS(C1C=CC(C)=CC=1)(=O)=O.C(=O)([O-])[O-].[K+].[K+].O>CN(C=O)C>[Cl:11][CH2:12][CH2:13][O:10][C:5]1[CH:6]=[CH:7][CH:8]=[CH:9][C:4]=1[N+:1]([O-:3])=[O:2] |f:2.3.4|. The reactants are O (water), [N+](=O)([O-])C1=C(C=CC=C1)O (2-Nitro-phenol), ClCCOS(=O)(=O)C1=CC=C(C=C1)C (toluene-4-sulfonic acid 2-chloroethyl ester), C([O-])([O-])=O.[K+].[K+] (potassium carbonate).